Dataset: the Open Reaction Database (ORD), a public repository of structured organic reaction records. Task: describe an organic reaction: reactants, conditions, products, and yield The reactants are [Br-], CC[Mg+], CC1(C)OCCC(C(C)(C)C=O)O1, CCOCC, [Cl-], [NH4+], O. Product: CCC(O)C(C)(C)C1CCOC(C)(C)O1. RXN SMILES: [Br-:14].[CH2:15]([CH3:16])[Mg+:17].[CH3:1][C:2]1([CH3:13])[O:3][CH2:4][CH2:5][CH:6]([C:8]([CH:9]=[O:10])([CH3:11])[CH3:12])[O:7]1.[CH3:21][CH2:22][O:23][CH2:24][CH3:25].[Cl-:18].[NH4+:19].[OH2:20]>>[CH3:1][C:2]1([CH3:13])[O:3][CH2:4][CH2:5][CH:6]([C:8]([CH:9]([OH:10])[CH2:15][CH3:16])([CH3:11])[CH3:12])[O:7]1. As a reaction SMILES: [OH-].[K+].O.FC(F)(F)C(O)=O.FC(F)(F)C(O)=O.[Cl:18][C:19]1[C:20]([O:35][C:36]2[CH:41]=[C:40]([C:42]([F:45])([F:44])[F:43])[C:39]([F:46])=[CH:38][C:37]=2[C:47]2[CH:52]=[CH:51][N:50]=[N:49][CH:48]=2)=[CH:21][C:22]([F:34])=[C:23]([S:25]([NH:28][C:29]2[N:30]=[CH:31][S:32][CH:33]=2)(=[O:27])=[O:26])[CH:24]=1>C(OCC)C>[Cl:18][C:19]1[C:20]([O:35][C:36]2[CH:41]=[C:40]([C:42]([F:43])([F:45])[F:44])[C:39]([F:46])=[CH:38][C:37]=2[C:47]2[CH:52]=[CH:51][N:50]=[N:49][CH:48]=2)=[CH:21][C:22]([F:34])=[C:23]([S:25]([NH:28][C:29]2[N:30]=[CH:31][S:32][CH:33]=2)(=[O:27])=[O:26])[CH:24]=1 |f:0.1,3.4.5|. Reactants: [OH-].[K+] (potassium hydroxide), O (water), FC(C(=O)O)(F)F.FC(C(=O)O)(F)F.ClC=1C(=CC(=C(C1)S(=O)(=O)NC=1N=CSC1)F)OC1=C(C=C(C(=C1)C(F)(F)F)F)C1=CN=NC=C1 (5-chloro-2-fluoro-4-[4-fluoro-2-pyridazin-4-yl-5-(trifluoromethyl)phenoxy]-N-1,3-thiazol-4-ylbenzenesulfonamide bis(trifluoroacetate)). Product: ClC=1C(=CC(=C(C1)S(=O)(=O)NC=1N=CSC1)F)OC1=C(C=C(C(=C1)C(F)(F)F)F)C1=CN=NC=C1 (5-chloro-2-fluoro-4-[4-fluoro-2-pyridazin-4-yl-5-(trifluoromethyl)phenoxy]-N-1,3-thiazol-4-ylbenzenesulfonamide). Run in C(C)OCC (Diethyl ether). Procedure: A solution of 1.0 M potassium hydroxide in water (65 mL, 65 mmol) was added to 5-chloro-2-fluoro-4-[4-fluoro-2-pyridazin-4-yl-5-(trifluoromethyl)phenoxy]-N-1,3-thiazol-4-ylbenzenesulfonamide bis(trifluoroacetate) (2.37 g, 3.05 mmol). The mixture was stirred at ambient temperature. Diethyl ether was added and the layers separated. The aqueous layer was acidified to pH 4 with 10 wt % citric acid in water. A precipitate developed so the mixture was sonicated then stirred for 45 minutes at ambient t... Starting materials: ClC1=NC(=CC(=C1[N+](=O)[O-])NCC)C(C)C ((2-chloro-6-isopropyl-3-nitro-pyridin-4-yl)-ethyl-amine). The reagents and catalysts are [Pd] (Pd). Solvent: CO (MeOH). Conditions: time 3.5 hour. The product is Cl.C(C)NC1=C(C=NC(=C1)C(C)C)N (N4-ethyl-6-isopropyl-pyridine-3,4-diamine hydrochloride). Reaction SMILES: [Cl:1][C:2]1[C:7]([N+:8]([O-])=O)=[C:6]([NH:11][CH2:12][CH3:13])[CH:5]=[C:4]([CH:14]([CH3:16])[CH3:15])[N:3]=1>CO.[Pd]>[ClH:1].[CH2:12]([NH:11][C:6]1[CH:5]=[C:4]([CH:14]([CH3:16])[CH3:15])[N:3]=[CH:2][C:7]=1[NH2:8])[CH3:13] |f:3.4|. Procedure: A solution of (2-chloro-6-isopropyl-3-nitro-pyridin-4-yl)-ethyl-amine (0.56 g, 2.30 mmol) in MeOH (20 mL) containing 10% Pd/c (˜50 mg) is stirred under and atmosphere of H2 for 3.5 h. The reaction mixture is then filtered through a pad of Celite using MeOH. The filtrate is concentrated in vacuo. Toluene is added to the residue and then removed in vacuo. This is repeated once more, yielding N4-ethyl-6-isopropyl-pyridine-3,4-diamine hydrochloride as a dark solid. 1H NMR (CD3OD, 400 MHz) δ 7.46 (s,... Starting materials: compound, ClC1=CC=C(C=C1)C1=CC2=C(N(C3=CC=CC=C23)C)N(C1=O)C (3-(4-chlorophenyl)-1,9-dimethyl-1,9-dihydropyrido[2,3-b]indol-2-one), BrCC(=O)Cl (bromoacetyl chloride). Yields the product BrCC(=O)C=1C=C2C3=C(N(C2=CC1)C)N(C(C(=C3)C3=CC=C(C=C3)Cl)=O)C (6-(2-Bromoacetyl)-3-(4-chlorophenyl)-1,9-dimethyl-1,9-dihydropyrido[2,3-b]indol-2-one). Reported procedure: The process is carried out as in preparation 1.1 above, using compound from Example 104A, 3-(4-chlorophenyl)-1,9-dimethyl-1,9-dihydropyrido[2,3-b]indol-2-one and bromoacetyl chloride. RXN SMILES: [Cl:1][C:2]1[CH:7]=[CH:6][C:5]([C:8]2[C:21](=[O:22])[N:20]([CH3:23])[C:11]3[N:12]([CH3:19])[C:13]4[C:18]([C:10]=3[CH:9]=2)=[CH:17][CH:16]=[CH:15][CH:14]=4)=[CH:4][CH:3]=1.[Br:24][CH2:25][C:26](Cl)=[O:27]>>[Br:24][CH2:25][C:26]([C:16]1[CH:17]=[C:18]2[C:13](=[CH:14][CH:15]=1)[N:12]([CH3:19])[C:11]1[N:20]([CH3:23])[C:21](=[O:22])[C:8]([C:5]3[CH:4]=[CH:3][C:2]([Cl:1])=[CH:7][CH:6]=3)=[CH:9][C:10]2=1)=[O:27]. Procedure: A solution of N-[(1,1-dimethylethoxy)carbonyl]-4-(1,3-dimethyl-2,4-dioxo-5-pyrimidinyl)-L-phenylalanine methyl ester (1.94 mmol, 0.811 g) in dioxane (5 mL) was treated with 4.0 N (5 mL, 20 mmol) hydrochloric acid in dioxane at room temperature and the solution was stirred for 0.5 h. By this time, a light yellow precipitate slowly formed. The solids were collected by filtration and were washed with hexane to afford 412 mg (60% yield), mp 187-193° C. The mother liquour was concentrated under vacuu... RXN SMILES: [CH3:1][O:2][C:3](=[O:30])[C@H:4]([CH2:13][C:14]1[CH:19]=[CH:18][C:17]([C:20]2[C:21](=[O:29])[N:22]([CH3:28])[C:23](=[O:27])[N:24]([CH3:26])[CH:25]=2)=[CH:16][CH:15]=1)[NH:5]C(OC(C)(C)C)=O.[ClH:31]>O1CCOCC1>[ClH:31].[CH3:1][O:2][C:3](=[O:30])[C@H:4]([CH2:13][C:14]1[CH:15]=[CH:16][C:17]([C:20]2[C:21](=[O:29])[N:22]([CH3:28])[C:23](=[O:27])[N:24]([CH3:26])[CH:25]=2)=[CH:18][CH:19]=1)[NH2:5] |f:3.4|. Conditions: time 0.5 hour. The reactants are COC([C@@H](NC(=O)OC(C)(C)C)CC1=CC=C(C=C1)C=1C(N(C(N(C1)C)=O)C)=O)=O (N-[(1,1-dimethylethoxy)carbonyl]-4-(1,3-dimethyl-2,4-dioxo-5-pyrimidinyl)-L-phenylalanine methyl ester), Cl (hydrochloric acid). The yield is 48.1%. The solvent is O1CCOCC1 (dioxane), O1CCOCC1 (dioxane). Product: Cl.COC([C@@H](N)CC1=CC=C(C=C1)C=1C(N(C(N(C1)C)=O)C)=O)=O (4-(1,3-dimethyl-2,4-dioxo-5-pyrimidinyl)-L-phenylalanine methyl ester hydrochloride salt). The reactants are [BH4-].[Na+] (NaBH4), C(=O)(OC(C)(C)C)N[C@H](CC1=CC(=CC=C1)I)C(=O)O (Boc-3-iodo-D-phenylalanine), CN1CCOCC1 (4-methyl-morpholine), ClC(=O)OCC(C)C (isobutyl chloroformate). The solvent is CC(=O)N(C)C (dimethylacetamide), C1CCOC1 (THF), C1CCOC1 (THF). Reaction conditions: time 1 hour. Product: C(C)(C)(C)OC(N[C@H](CC1=CC(=CC=C1)I)CO)=O ([(R)-1-Hydroxymethyl-2-(3-iodo-phenyl)-ethyl]-carbamic acid tert-butyl ester). As a reaction SMILES: [C:1]([NH:8][C@@H:9]([C:18](O)=[O:19])[CH2:10][C:11]1[CH:16]=[CH:15][CH:14]=[C:13]([I:17])[CH:12]=1)([O:3][C:4]([CH3:7])([CH3:6])[CH3:5])=[O:2].CN1CCOCC1.ClC(OCC(C)C)=O.[BH4-].[Na+]>C1COCC1.CC(N(C)C)=O>[C:4]([O:3][C:1](=[O:2])[NH:8][C@@H:9]([CH2:18][OH:19])[CH2:10][C:11]1[CH:16]=[CH:15][CH:14]=[C:13]([I:17])[CH:12]=1)([CH3:5])([CH3:7])[CH3:6] |f:3.4|. Procedure: A solution of Boc-3-iodo-D-phenylalanine (6.32 g, 16.2 mmol) and 4-methyl-morpholine (1.87 ml, 17 mol) in THF (13 mL) was added dropwise to a −15° C. solution of isobutyl chloroformate (2.22 mL, 17 mmol) in THF (13 mL) and the resulting suspension was stirred for 1 h. The cold reaction mixture was filtered and the filter cake was rinsed with THF. The filtrate was added dropwise to a 0° C. solution of NaBH4 (0.92 g, 24.2 mmol) in dimethylacetamide (7 mL) and the resulting suspension was warmed to... The reactants are FC=1C=C(CN2N=CN(C2=O)C=2C=C(C(=O)O)C=CN2)C=CC1F (2-(1-(3,4-difluorobenzyl)-5-oxo-1H-1,2,4-triazol-4(5H)-yl)isonicotinic acid), C(C)(C)N(CC)C(C)C (diisopropylethylamine), O.ON1N=NC2=C1C=CC=C2 (1-hydroxybenzotriazole monohydrate), F[B-](F)(F)F.N1(N=NC2=C1C=CC=C2)OC(=[N+](C)C)N(C)C (O-(1H-benzotriazol-1-yl)-N,N,N′,N′-tetramethyluronium tetrafluoroborate), CC1=CC(=NO1)CN ((5-methylisoxazol-3-yl)methanamine). The solvent is O1CCCC1 (tetrahydrofuran). Reaction conditions: time 23 hour. Yields the product FC=1C=C(CN2N=CN(C2=O)C=2C=C(C(=O)NCC3=NOC(=C3)C)C=CN2)C=CC1F (2-(1-(3,4-difluorobenzyl)-5-oxo-1H-1,2,4-triazol-4(5H)-yl)-N-((5-methylisoxazol-3-yl)methyl)-isonicotinamide). The yield is 71.1%. Reaction SMILES: [F:1][C:2]1[CH:3]=[C:4]([CH:21]=[CH:22][C:23]=1[F:24])[CH2:5][N:6]1[C:10](=[O:11])[N:9]([C:12]2[CH:13]=[C:14]([CH:18]=[CH:19][N:20]=2)[C:15](O)=[O:16])[CH:8]=[N:7]1.C(N(C(C)C)CC)(C)C.O.[OH:35][N:36]1[C:40]2[CH:41]=[CH:42][CH:43]=C[C:39]=2[N:38]=N1.F[B-](F)(F)F.N1(OC(N(C)C)=[N+](C)C)C2C=CC=CC=2N=N1.CC1ON=C(CN)C=1>O1CCCC1>[F:1][C:2]1[CH:3]=[C:4]([CH:21]=[CH:22][C:23]=1[F:24])[CH2:5][N:6]1[C:10](=[O:11])[N:9]([C:12]2[CH:13]=[C:14]([CH:18]=[CH:19][N:20]=2)[C:15]([NH:38][CH2:39][C:40]2[CH:41]=[C:42]([CH3:43])[O:35][N:36]=2)=[O:16])[CH:8]=[N:7]1 |f:2.3,4.5|. Procedure: A mixture of 2-(1-(3,4-difluorobenzyl)-5-oxo-1H-1,2,4-triazol-4(5H)-yl)isonicotinic acid (0.22 g, 0.66 mmol), diisopropylethylamine (0.6 mL, 9.57 mmol), 1-hydroxybenzotriazole monohydrate (0.20 g, 1.44 mmol) and O-(1H-benzotriazol-1-yl)-N,N,N′,N′-tetramethyluronium tetrafluoroborate (0.40 g, 1.24 mmol) and (5-methylisoxazol-3-yl)methanamine (0.19 g, 0.99 mmol) in tetrahydrofuran (10 mL) was stirred at ambient temperature for 23 hours and concentrated in vacuo. The residue was suspended in a mixt... Reactants: CC(C)(C)[Si](C)(C)OCCc1cccc(C2COC2)c1, CCCC[N+](CCCC)(CCCC)CCCC, C1CCOC1, [F-], [Na+], O=C([O-])O. The product is OCCc1cccc(C2COC2)c1. As a reaction SMILES: [C:1]([Si:2]([CH3:3])([CH3:4])[O:6][CH2:7][CH2:8][c:9]1[cH:10][c:11]([CH:15]2[CH2:16][O:17][CH2:18]2)[cH:12][cH:13][cH:14]1)([CH3:5])([CH3:19])[CH3:20].[CH2:22]([N+:23]([CH2:24][CH2:25][CH2:26][CH3:27])([CH2:28][CH2:29][CH2:30][CH3:31])[CH2:32][CH2:33][CH2:34][CH3:35])[CH2:36][CH2:37][CH3:38].[CH2:44]1[O:45][CH2:46][CH2:47][CH2:48]1.[F-:21].[Na+:39].[OH:40][C:41](=[O:42])[O-:43]>>[OH:6][CH2:7][CH2:8][c:9]1[cH:10][c:11]([CH:15]2[CH2:16][O:17][CH2:18]2)[cH:12][cH:13][cH:14]1. The reactants are C(#N)C1=CC2=C(N(C(N2CC2=CC(=C(C=C2)OC)OC)=O)C2COC(OC2)(C)C)C=C1 (5-cyano-3-(3,4-dimethoxybenzyl)-1-(2,2-dimethyl-1,3-dioxan-5-yl)-2,3-dihydro-1H-benzimidazol-2-one), Cl (hydrochloric acid). The solvent is O1CCCC1 (tetrahydrofuran). Reaction conditions: time 8 hour. Yields the product C(#N)C1=CC2=C(N(C(N2CC2=CC(=C(C=C2)OC)OC)=O)C(CO)CO)C=C1 (5-cyano-3-(3,4-dimethoxybenzyl)-1-[2-hydroxy-1-(hydroxymethyl)ethyl]-2,3-dihydro-1H-benzimidazol-2-one). Isolated yield 72.6%. Reaction SMILES: [C:1]([C:3]1[CH:31]=[CH:30][C:6]2[N:7]([CH:22]3[CH2:27][O:26]C(C)(C)[O:24][CH2:23]3)[C:8](=[O:21])[N:9]([CH2:10][C:11]3[CH:16]=[CH:15][C:14]([O:17][CH3:18])=[C:13]([O:19][CH3:20])[CH:12]=3)[C:5]=2[CH:4]=1)#[N:2].Cl>O1CCCC1>[C:1]([C:3]1[CH:31]=[CH:30][C:6]2[N:7]([CH:22]([CH2:23][OH:24])[CH2:27][OH:26])[C:8](=[O:21])[N:9]([CH2:10][C:11]3[CH:16]=[CH:15][C:14]([O:17][CH3:18])=[C:13]([O:19][CH3:20])[CH:12]=3)[C:5]=2[CH:4]=1)#[N:2]. Reported procedure: To a solution of 5-cyano-3-(3,4-dimethoxybenzyl)-1-(2,2-dimethyl-1,3-dioxan-5-yl)-2,3-dihydro-1H-benzimidazol-2-one (140 mg) in tetrahydrofuran (2 mL) was added 1 N-hydrochloric acid (1.5 mL), and the mixture was stirred at ambient temperature for 8 hours. After evaporation of the solvent, the residue was partitioned between water and a mixture of chloroform and methanol (10:1). The separated organic layer was washed with brine and dried over magnesium sulfate. After evaporation of solvent, the ... Starting materials: [Cl-].[Li+] (lithium chloride), C1(=CC=CC=C1)[As](C1=CC=CC=C1)C1=CC=CC=C1 (triphenylarsine), CC=1C(=C(C(=C2C(OCC12)=O)OS(=O)(=O)C1=CC=C(C=C1)C)C/C=C(/CCC(=O)OC)\C)OS(=O)(=O)C(F)(F)F (methyl (E) 6-(1,3-dihydro-7-methyl-3-oxo-4-p-toluenesulfonyloxy-6-trifluoromethanesulfonyloxyisobenzofuran-5-yl)-4-methyl-4-hexenoate), C(=C)[Sn](CCCC)(CCCC)CCCC (Vinyltributyltin), [F-].[K+] (potassium fluoride). The reagents and catalysts are C1=CC=C(C=C1)/C=C/C(=O)/C=C/C2=CC=CC=C2.C1=CC=C(C=C1)/C=C/C(=O)/C=C/C2=CC=CC=C2.C1=CC=C(C=C1)/C=C/C(=O)/C=C/C2=CC=CC=C2.C(Cl)(Cl)Cl.[Pd].[Pd] (tris(dibenzylideneacetone)-dipalladium (0) chloroform adduct). Solvent: CN1C(CCC1)=O (N-methylpyrrolidinone), C(C)(=O)OCC (ethyl acetate), O (water). Reaction conditions: temperature 55 celsius. Product: CC=1C(=C(C(=C2C(OCC12)=O)OS(=O)(=O)C1=CC=C(C=C1)C)C/C=C(/CCC(=O)OC)\C)C=C (methyl (E) 6-(1,3-dihydro-7-methyl-3-oxo-4-p-toluenesulfonyloxy-6-vinylisobenzofuran-5-yl)-4-methyl-4-hexenoate). Reaction SMILES: [Cl-].[Li+].[C:3]1([As](C2C=CC=CC=2)C2C=CC=CC=2)C=CC=C[CH:4]=1.[CH3:22][C:23]1[C:24](OS(C(F)(F)F)(=O)=O)=[C:25]([CH2:44]/[CH:45]=[C:46](\[CH3:53])/[CH2:47][CH2:48][C:49]([O:51][CH3:52])=[O:50])[C:26]([O:33][S:34]([C:37]2[CH:42]=[CH:41][C:40]([CH3:43])=[CH:39][CH:38]=2)(=[O:36])=[O:35])=[C:27]2[C:31]=1[CH2:30][O:29][C:28]2=[O:32].C([Sn](CCCC)(CCCC)CCCC)=C.[F-].[K+]>CN1CCCC1=O.C1C=CC(/C=C/C(/C=C/C2C=CC=CC=2)=O)=CC=1.C1C=CC(/C=C/C(/C=C/C2C=CC=CC=2)=O)=CC=1.C1C=CC(/C=C/C(/C=C/C2C=CC=CC=2)=O)=CC=1.C(Cl)(Cl)Cl.[Pd].[Pd].C(OCC)(=O)C.O>[CH3:22][C:23]1[C:24]([CH:3]=[CH2:4])=[C:25]([CH2:44]/[CH:45]=[C:46](\[CH3:53])/[CH2:47][CH2:48][C:49]([O:51][CH3:52])=[O:50])[C:26]([O:33][S:34]([C:37]2[CH:42]=[CH:41][C:40]([CH3:43])=[CH:39][CH:38]=2)(=[O:36])=[O:35])=[C:27]2[C:31]=1[CH2:30][O:29][C:28]2=[O:32] |f:0.1,5.6,8.9.10.11.12.13|. Procedure: A mixture of lithium chloride (4.8 g), tris(dibenzylideneacetone)-dipalladium (0) chloroform adduct (0.65 g), triphenylarsine (1.6 g) and methyl (E) 6-(1,3-dihydro-7-methyl-3-oxo-4-p-toluenesulfonyloxy-6-trifluoromethanesulfonyloxyisobenzofuran-5-yl)-4-methyl-4-hexenoate (24.2 g) in N-methylpyrrolidinone (220 ml) was heated to 55° C. Vinyltributyltin (15 g) was added. After 3 hours the mixture was added to water (500 ml), potassium fluoride (16 g) and ethyl acetate. The organic solution was drie...